This data is from the Open Reaction Database (ORD), a public repository of structured organic reaction records. The task is: describe an organic reaction: reactants, conditions, products, and yield Reactants: BrC=1C=C2CC(NC2=CC1)=O (5-bromoindolin-2-one), N1=CC(=CC=C1)/C=C/C1=NNC2=CC(=CC=C12)C=O ((E)-3-(2-(pyridin-3-yl)vinyl)-1H-indazole-6-carbaldehyde). Yields the product BrC=1C=C2C(C(NC2=CC1)=O)=CC1=CC=C2C(=NNC2=C1)\C=C\C=1C=NC=CC1 (5-bromo-3-((3-((E)-2-(pyridin-3-yl)vinyl)-1H-indazol-6-yl)methylene)indolin-2-one). The yield is 82.3%. RXN SMILES: [Br:1][C:2]1[CH:3]=[C:4]2[C:8](=[CH:9][CH:10]=1)[NH:7][C:6](=[O:11])[CH2:5]2.[N:12]1[CH:17]=[CH:16][CH:15]=[C:14](/[CH:18]=[CH:19]/[C:20]2[C:28]3[C:23](=[CH:24][C:25]([CH:29]=O)=[CH:26][CH:27]=3)[NH:22][N:21]=2)[CH:13]=1>>[Br:1][C:2]1[CH:3]=[C:4]2[C:8](=[CH:9][CH:10]=1)[NH:7][C:6](=[O:11])[C:5]2=[CH:29][C:25]1[CH:24]=[C:23]2[C:28]([C:20](/[CH:19]=[CH:18]/[C:14]3[CH:13]=[N:12][CH:17]=[CH:16][CH:15]=3)=[N:21][NH:22]2)=[CH:27][CH:26]=1. Procedure details: The title compound (E:Z=1:4, 73 mg, 83%) was synthesized as a dark yellow solid according to the method described for Example A67 (oil temp 75° C., reflux 2 h) using 5-bromoindolin-2-one (44.5 mg, 0.21 mmol) and (E)-3-(2-(pyridin-3-yl)vinyl)-1H-indazole-6-carbaldehyde (49.8 mg, 0.2 mmol). 1H NMR (400 MHz, DMSO-d6): δ 13.60 (s, 1H), 10.84 (s, 1H), 8.99 (s, 1H), 8.91 (s, 1H), 8.48 (d, J=4.4 Hz, 1H), 8.30 (d, J=8.4 Hz, 1H), 8.19 (d, J=8.0 Hz, 1H), 8.16-8.10 (m, 3H), 8.04 (s, 1H), 7.71 (d, J=16.8 Hz...